From a dataset of the Open Reaction Database (ORD), a public repository of structured organic reaction records. describe an organic reaction: reactants, conditions, products, and yield The reactants are N1CC(C1)C1=NC(=NN1)C1=NC(=CC=C1)C (2-(5-Azetidine-3-yl-[1,2,4]triazole-3-yl)-6-methylpyridine), CC=1N=C2N(C(=C(C(=N2)C2=CC=C(C=O)C=C2)C2=CC=CC=C2)NC)C1 (4-(2-methyl-5-methylamino-6-phenyl-imidazo[1,2-a]pyrimidin-7-yl)benzaldehyde). Product: CNC1=C(C(=NC=2N1C=C(N2)C)C2=CC=C(C=C2)CN2CC(C2)C2=NNC(=N2)C2=NC(=CC=C2)C)C2=CC=CC=C2 (methyl-(2-methyl-7-{4-{3-[5-(6-methylpyridine-2-yl)-1H-[1,2,4]triazole-3-yl)-azetidine-1-ylmethyl]-phenyl}-6-phenyl-imidazo[1,2-a]pyrimidin-5-yl)-amine). RXN SMILES: [NH:1]1[CH2:4][CH:3]([C:5]2[NH:9][N:8]=[C:7]([C:10]3[CH:15]=[CH:14][CH:13]=[C:12]([CH3:16])[N:11]=3)[N:6]=2)[CH2:2]1.[CH3:17][C:18]1[N:19]=[C:20]2[N:25]=[C:24]([C:26]3[CH:33]=[CH:32][C:29]([CH:30]=O)=[CH:28][CH:27]=3)[C:23]([C:34]3[CH:39]=[CH:38][CH:37]=[CH:36][CH:35]=3)=[C:22]([NH:40][CH3:41])[N:21]2[CH:42]=1>>[CH3:41][NH:40][C:22]1[N:21]2[CH:42]=[C:18]([CH3:17])[N:19]=[C:20]2[N:25]=[C:24]([C:26]2[CH:33]=[CH:32][C:29]([CH2:30][N:1]3[CH2:4][CH:3]([C:5]4[N:6]=[C:7]([C:10]5[CH:15]=[CH:14][CH:13]=[C:12]([CH3:16])[N:11]=5)[NH:8][N:9]=4)[CH2:2]3)=[CH:28][CH:27]=2)[C:23]=1[C:34]1[CH:39]=[CH:38][CH:37]=[CH:36][CH:35]=1. Reported procedure: The compound is prepared in analogy to example 60. 416 mg 2-(5-Azetidine-3-yl-[1,2,4]triazole-3-yl)-6-methylpyridine×2HCl (60% pure) are reacted with 270 mg (0.79 mmol) 4-(2-methyl-5-methylamino-6-phenyl-imidazo[1,2-a]pyrimidin-7-yl)benzaldehyde to yield finally after HPLC purification 88.3 mg (20.7%) of the expected compound. Reactants: CC1(CCC(C2=C1C=C1C(=CC(OC1=C2)=O)C(F)(F)F)(C)C)C (6,6,9,9-tetramethyl-4-trifluoromethyl-6,7,8,9-tetrahydro-benzo[g]chromen-2-one), CC1(CCC(C2=C1C=C1C(=CC(OC1=C2)=O)C(F)(F)F)(C)C)C (6,6,9,9-tetramethyl-4-trifluoromethyl-6,7,8,9-tetrahydro-benzo[g]chromen-2-one), [H-].C(C(C)C)[Al+]CC(C)C (di-iso-butyl aluminum hydride). Solvent: C(Cl)Cl (CH2Cl2). Run at temperature -78 celsius, time 3 hour. Product: CC1(CCC(C2=C1C=C1C(=CC(OC1=C2)O)C(F)(F)F)(C)C)C (6,6,9,9-Tetramethyl-4-trifluoromethyl-6,7,8,9-tetrahydro-2H-benzo[g]chromen-2-ol). The yield is 99.1%. As a reaction SMILES: [CH3:1][C:2]1([CH3:23])[C:7]2[CH:8]=[C:9]3[C:14](=[CH:15][C:6]=2[C:5]([CH3:22])([CH3:21])[CH2:4][CH2:3]1)[O:13][C:12](=[O:16])[CH:11]=[C:10]3[C:17]([F:20])([F:19])[F:18].[H-].C([Al+]CC(C)C)C(C)C>C(Cl)Cl>[CH3:1][C:2]1([CH3:23])[C:7]2[CH:8]=[C:9]3[C:14](=[CH:15][C:6]=2[C:5]([CH3:22])([CH3:21])[CH2:4][CH2:3]1)[O:13][CH:12]([OH:16])[CH:11]=[C:10]3[C:17]([F:20])([F:18])[F:19] |f:1.2|. Procedure: To a solution of 6,6,9,9-tetramethyl-4-trifluoromethyl-6,7,8,9-tetrahydro-benzo[g]chromen-2-one (Intermediate 3, 348 mg, 1.07 mmol) in CH2Cl2 (5 mL) at −78° C. was added di-iso-butyl aluminum hydride (DIBAL-H, 1.40 mL, 1.0 M in CH2Cl2) over 10 min. After stirring at −78° C. for 3 h, the reaction was quenched with aqueous NH4Cl, followed by 1M HCl, and the aqueous layer was extracted with Et2O (×3). The combined organic layers were washed with brine, dried over Na2SO4, and concentrated in vacuo. ... The reactants are BrC=1C=CC(=C(C1)C1=NC(=NC(=C1)Cl)N)OCCC (4-(5-bromo-2-propoxy-phenyl)-6-chloro-pyrimidin-2-ylamine), NC1=NC(=CC(=N1)C1=C(C=CC(=C1)Br)O)Cl (2-(2-amino-6-chloro-pyrimidin-4-yl)-4-bromo-phenol), N1(CCOCC1)CCO (2-morpholin-4-yl-ethanol). The product is BrC=1C=CC(=C(C1)C1=NC(=NC(=C1)Cl)N)OCCN1CCOCC1 (4-[5-bromo-2-(2-morpholin-4-yl-ethoxy)-phenyl)-6-chloro-pyrimidin-2-ylamine). Isolated yield 41.0%. Reaction SMILES: [Br:1][C:2]1[CH:3]=[CH:4][C:5]([O:16][CH2:17][CH2:18]C)=[C:6]([C:8]2[CH:13]=[C:12]([Cl:14])[N:11]=[C:10]([NH2:15])[N:9]=2)[CH:7]=1.NC1N=C(C2C=C(Br)C=CC=2O)C=C(Cl)N=1.[N:36]1(CCO)[CH2:41][CH2:40][O:39][CH2:38][CH2:37]1>>[Br:1][C:2]1[CH:3]=[CH:4][C:5]([O:16][CH2:17][CH2:18][N:36]2[CH2:41][CH2:40][O:39][CH2:38][CH2:37]2)=[C:6]([C:8]2[CH:13]=[C:12]([Cl:14])[N:11]=[C:10]([NH2:15])[N:9]=2)[CH:7]=1. Procedure details: Following the method described in Example 135 for the synthesis of 4-(5-bromo-2-propoxy-phenyl)-6-chloro-pyrimidin-2-ylamine, 2-(2-amino-6-chloro-pyrimidin-4-yl)-4-bromo-phenol and 2-morpholin-4-yl-ethanol provided 4-[5-bromo-2-(2-morpholin-4-yl-ethoxy)-phenyl)-6-chloro-pyrimidin-2-ylamine (41% yield).